This data is from the Open Reaction Database (ORD), a public repository of structured organic reaction records. The task is: describe an organic reaction: reactants, conditions, products, and yield Starting materials: O=C(O)Cn1ccc(NC(=O)c2ccc(Cl)cc2)n1, Nc1ccc(-n2ccccc2=O)cc1F. Product: O=C(Cn1ccc(NC(=O)c2ccc(Cl)cc2)n1)Nc1ccc(-n2ccccc2=O)cc1F. As a reaction SMILES: [Cl:1][c:2]1[cH:3][cH:4][c:5]([C:6](=[O:7])[NH:8][c:9]2[n:10][n:11]([CH2:14][C:15](=[O:16])[OH:17])[cH:12][cH:13]2)[cH:18][cH:19]1.[NH2:20][c:21]1[c:22]([F:34])[cH:23][c:24](-[n:27]2[c:28](=[O:33])[cH:29][cH:30][cH:31][cH:32]2)[cH:25][cH:26]1>>[Cl:1][c:2]1[cH:3][cH:4][c:5]([C:6](=[O:7])[NH:8][c:9]2[n:10][n:11]([CH2:14][C:15](=[O:17])[NH:20][c:21]3[c:22]([F:34])[cH:23][c:24](-[n:27]4[c:28](=[O:33])[cH:29][cH:30][cH:31][cH:32]4)[cH:25][cH:26]3)[cH:12][cH:13]2)[cH:18][cH:19]1. Reactants: NCC(O)CN1CCC(Oc2ccc(Cl)c(Cl)c2)CC1, O=C(O)c1c[nH]c(=O)c2ccccc12. The product is O=C(NCC(O)CN1CCC(Oc2ccc(Cl)c(Cl)c2)CC1)c1c[nH]c(=O)c2ccccc12. Reaction SMILES: [NH2:1][CH2:2][CH:3]([CH2:4][N:5]1[CH2:6][CH2:7][CH:8]([O:11][c:12]2[cH:13][c:14]([Cl:19])[c:15]([Cl:18])[cH:16][cH:17]2)[CH2:9][CH2:10]1)[OH:20].[O:21]=[c:22]1[nH:23][cH:24][c:25]([C:32](=[O:33])[OH:34])[c:26]2[cH:27][cH:28][cH:29][cH:30][c:31]12>>[NH:1]([CH2:2][CH:3]([CH2:4][N:5]1[CH2:6][CH2:7][CH:8]([O:11][c:12]2[cH:13][c:14]([Cl:19])[c:15]([Cl:18])[cH:16][cH:17]2)[CH2:9][CH2:10]1)[OH:20])[C:32]([c:25]1[cH:24][nH:23][c:22](=[O:21])[c:31]2[c:26]1[cH:27][cH:28][cH:29][cH:30]2)=[O:33]. Starting materials: FC(C1=C(C(=O)O)C=CC(=C1)NC(C(C)(C)C)=O)(F)F (2-trifluoromethyl-4-(2',2'-dimethylpropionamido)-benzoic acid), C(C(=O)Cl)(=O)Cl (oxalyl chloride), C(C(=O)Cl)(=O)Cl (Oxalyl chloride), CN(C)C=O (DMF). The solvent is CCOCC (ether), CCOCC (ether). Conditions: time 2 hour. Product: FC(C1=C(C(=O)Cl)C=CC(=C1)NC(C(C)(C)C)=O)(F)F (2-trifluoromethyl-4-(2',2'-dimethylpropionamido)-benzoyl chloride). The yield is 115.3%. Reaction SMILES: [C:1](Cl)(=O)[C:2]([Cl:4])=[O:3].[F:7][C:8]([F:26])([F:25])[C:9]1[CH:17]=[C:16]([NH:18][C:19](=[O:24])[C:20]([CH3:23])([CH3:22])[CH3:21])[CH:15]=[CH:14]C=1C(O)=O.CN(C=O)C>CCOCC>[F:7][C:8]([F:25])([F:26])[C:9]1[CH:17]=[C:16]([NH:18][C:19](=[O:24])[C:20]([CH3:21])([CH3:23])[CH3:22])[CH:15]=[CH:14][C:1]=1[C:2]([Cl:4])=[O:3]. Procedure details: Oxalyl chloride (0.64 g) in dry ether (7 ml) was added dropwise with stirring to 2-trifluoromethyl-4-(2',2'-dimethylpropionamido)-benzoic acid (0.926 g) in dry ether (40 ml) at room temperature. A drop of DMF was added during the addition. After two hours further oxalyl chloride (0.257 g) was added and the reaction stirred for a further two hours. The organic solution was then decanted from a precipitate, and evaporated to yield 2-trifluoromethyl-4-(2',2'-dimethylpropionamido)-benzoyl chloride a... Reactants: O=C([O-])[O-], ClCBr, [Cs+], [Cs+], CN(C)C=O, O=C1CCCc2c1ccc(O)c2O. The product is O=C1CCCc2c1ccc1c2OCO1. As a reaction SMILES: [C:14](=[O:15])([O-:16])[O-:17].[Cl:20][CH2:21][Br:22].[Cs+:18].[Cs+:19].[O:23]=[CH:24][N:25]([CH3:26])[CH3:27].[OH:1][c:2]1[c:3]2[c:8]([cH:9][cH:10][c:11]1[OH:12])[C:7](=[O:13])[CH2:6][CH2:5][CH2:4]2>>[O:1]1[c:2]2[c:3]3[c:8]([cH:9][cH:10][c:11]2[O:12][CH2:14]1)[C:7](=[O:13])[CH2:6][CH2:5][CH2:4]3. Starting materials: C1(=CC=CC=C1)CC=1C(N)=CC=CC1 (α-phenyl-0-toluidine), C(OCC)(OCC)OCC (triethyl orthoformate), CC1(OCCO1)CN (2-methyl-2-(aminomethyl)-1,3-dioxolane). Reagents/catalysts: [Ti](Cl)(Cl)(Cl)Cl (titanium tetrachloride). The product is CC1=CN=CN1C1=C(C=CC=C1)CC1=CC=CC=C1 (5-methyl-1-(α-phenyl-0-tolyl)imidazole). RXN SMILES: [C:1]1([CH2:7][C:8]2[C:9](=[CH:11][CH:12]=[CH:13][CH:14]=2)[NH2:10])[CH:6]=[CH:5][CH:4]=[CH:3][CH:2]=1.[CH:15](OCC)(OCC)OCC.[CH3:25][C:26]1([CH2:31][NH2:32])OCCO1>[Ti](Cl)(Cl)(Cl)Cl>[CH3:25][C:26]1[N:10]([C:9]2[CH:11]=[CH:12][CH:13]=[CH:14][C:8]=2[CH2:7][C:1]2[CH:2]=[CH:3][CH:4]=[CH:5][CH:6]=2)[CH:15]=[N:32][CH:31]=1. Reported procedure: In the manner given in Example 3, α-phenyl-0-toluidine is reacted with triethyl orthoformate, the resulting oil is heated with 2-methyl-2-(aminomethyl)-1,3-dioxolane, and the resulting product treated with titanium tetrachloride to give 5-methyl-1-(α-phenyl-0-tolyl)imidazole. Reactants: O=C(Cl)CCc1ccccc1, COc1cc(-c2nn(C3CCC(N4CCN(C)CC4)CC3)c3ncnc(N)c23)ccc1N, c1ccncc1. Yields the product COc1cc(-c2nn(C3CCC(N4CCN(C)CC4)CC3)c3ncnc(N)c23)ccc1NC(=O)CCc1ccccc1. Reaction SMILES: [C:33]([CH2:34][CH2:35][c:36]1[cH:37][cH:38][cH:39][cH:40][cH:41]1)(=[O:42])[Cl:43].[NH2:1][c:2]1[c:3]([O:31][CH3:32])[cH:4][c:5](-[c:8]2[n:9][n:10]([CH:18]3[CH2:19][CH2:20][CH:21]([N:24]4[CH2:25][CH2:26][N:27]([CH3:30])[CH2:28][CH2:29]4)[CH2:22][CH2:23]3)[c:11]3[n:12][cH:13][n:14][c:15]([NH2:17])[c:16]23)[cH:6][cH:7]1.[cH:44]1[cH:45][cH:46][n:47][cH:48][cH:49]1>>[NH:1]([c:2]1[c:3]([O:31][CH3:32])[cH:4][c:5](-[c:8]2[n:9][n:10]([CH:18]3[CH2:19][CH2:20][CH:21]([N:24]4[CH2:25][CH2:26][N:27]([CH3:30])[CH2:28][CH2:29]4)[CH2:22][CH2:23]3)[c:11]3[n:12][cH:13][n:14][c:15]([NH2:17])[c:16]23)[cH:6][cH:7]1)[C:33]([CH2:34][CH2:35][c:36]1[cH:37][cH:38][cH:39][cH:40][cH:41]1)=[O:42]. Reactants: ( 32 ), CCOCC (Ether), [Na+].[Cl-] (NaCl), Ketal, C1CCOC1 (THF), C(=O)OCC=1C(N(CCC1C1=CC(=CC=C1)OC)C)=O (3-Formyloxymethyl-4-(3'-methoxyphenyl)-1-methyl-5,6-dihydro-2-pyridone), ( 100 ). Conditions: time 60 hour. Product: O=C1N(CC[C@@]2(CC(CC[C@H]12)=O)C1=CC(=CC=C1)OC)C (cis-1,6-Dioxo-4a-(3'-methoxyphenyl)-2-methyldecahydroisoquinoline). RXN SMILES: CC[O:3][CH2:4][CH3:5].[Na+].[Cl-].C(O[CH2:11][C:12]1[C:13](=[O:27])[N:14]([CH3:26])[CH2:15][CH2:16][C:17]=1[C:18]1[CH:23]=[CH:22][CH:21]=[C:20]([O:24][CH3:25])[CH:19]=1)=O.[CH2:28]1COCC1>>[O:27]=[C:13]1[C@@H:12]2[C@@:17]([C:18]3[CH:23]=[CH:22][CH:21]=[C:20]([O:24][CH3:25])[CH:19]=3)([CH2:28][C:4](=[O:3])[CH2:5][CH2:11]2)[CH2:16][CH2:15][N:14]1[CH3:26] |f:1.2|. Reported procedure: Ketal cis-34 (Example 16) (20 mg, 0.06 mmol) was dissolved in 1:1 THF/1 N H2SO4 (2 mL) and stirred for 60 h. Ether (2 mL) and saturated NaCl (1 mL) were added, the aqueous phase washed with ether (1 mL), and the combined organic phases washed with saturated NaCl (2 mL), dried, and evaporated to yield 17 mg (99%) of pure cis-9: NMR δ 7.30 (t,J=9 Hz, 1H), 6.9 (m, 3H), 3.78 (s, 3H), 7.87 (s, 3H), 2.63 (s, 2H); IR 1712, 1634, 1603, 1580 cm-1 ; mass spectrum m/e (rel intensity) 287 (32), 218 (26), 55... Reactants: OC1=C(C=C(C=C1)CCCC1C(NC(O1)=O)=O)OC (5-[3-(4-hydroxy-3-methoxyphenyl)propyl]-2,4-oxazolidinedione), BrCC(=O)C=1N=C(OC1C)C1=CC=CC=C1 (4-bromoacetyl-5-methyl-2-phenyloxazole). Yields the product COC=1C=C(C=CC1OCC(=O)C=1N=C(OC1C)C1=CC=CC=C1)CCCC1C(NC(O1)=O)=O (5-[3-[3-methoxy-4-[2-(5-methyl-2-phenyl-4-oxazolyl)-2-oxoethoxy]phenyl]propyl]-2,4-oxazolidinedione). Reaction SMILES: [OH:1][C:2]1[CH:7]=[CH:6][C:5]([CH2:8][CH2:9][CH2:10][CH:11]2[O:15][C:14](=[O:16])[NH:13][C:12]2=[O:17])=[CH:4][C:3]=1[O:18][CH3:19].Br[CH2:21][C:22]([C:24]1[N:25]=[C:26]([C:30]2[CH:35]=[CH:34][CH:33]=[CH:32][CH:31]=2)[O:27][C:28]=1[CH3:29])=[O:23]>>[CH3:19][O:18][C:3]1[CH:4]=[C:5]([CH2:8][CH2:9][CH2:10][CH:11]2[O:15][C:14](=[O:16])[NH:13][C:12]2=[O:17])[CH:6]=[CH:7][C:2]=1[O:1][CH2:21][C:22]([C:24]1[N:25]=[C:26]([C:30]2[CH:35]=[CH:34][CH:33]=[CH:32][CH:31]=2)[O:27][C:28]=1[CH3:29])=[O:23]. Procedure: In substantially the same manner as in Working Example 9, 5-[3-(4-hydroxy-3-methoxyphenyl)propyl]-2,4-oxazolidinedione was reacted with 4-bromoacetyl-5-methyl-2-phenyloxazole to obtain 5-[3-[3-methoxy-4-[2-(5-methyl-2-phenyl-4-oxazolyl)-2-oxoethoxy]phenyl]propyl]-2,4-oxazolidinedione as an oily product.